Dataset: the Open Reaction Database (ORD), a public repository of structured organic reaction records. Task: describe an organic reaction: reactants, conditions, products, and yield Reactants: OC=1C(=C2CCC(OC2=C(C1C)C)(C(=O)NCCC)C)C (6-hydroxy-2,5,7,8-tetramethyl-N-propylchroman-2-carboxamide), O=[N+]([O-])[O-].[O-][N+]([O-])=O.[O-][N+]([O-])=O.[O-][N+]([O-])=O.[O-][N+]([O-])=O.[O-][N+]([O-])=O.[Ce+4].[NH4+].[NH4+] (CAN). Yields the product OC(C(=O)NCCC)(CCC1=C(C(C(=C(C1=O)C)C)=O)C)C (2-hydroxy-2-methyl-N-propyl-4-(2,4,5-trimethyl-3,6-dioxocyclohexa-1,4-dienyl)butanamide). RXN SMILES: [OH:1][C:2]1[C:3]([CH3:21])=[C:4]2[C:9](=[C:10]([CH3:13])[C:11]=1[CH3:12])[O:8][C:7]([CH3:20])([C:14]([NH:16][CH2:17][CH2:18][CH3:19])=[O:15])[CH2:6][CH2:5]2.[O:22]=[N+]([O-])[O-].[O-][N+](=O)[O-].[O-][N+](=O)[O-].[O-][N+](=O)[O-].[O-][N+](=O)[O-].[O-][N+](=O)[O-].[Ce+4].[NH4+].[NH4+]>>[OH:22][C:7]([CH3:20])([CH2:6][CH2:5][C:4]1[C:9](=[O:8])[C:10]([CH3:13])=[C:11]([CH3:12])[C:2](=[O:1])[C:3]=1[CH3:21])[C:14]([NH:16][CH2:17][CH2:18][CH3:19])=[O:15] |f:1.2.3.4.5.6.7.8.9|. Procedure details: Oxidation as described in protocol B, using 90.6 mg (0.311 mmol) of 6-hydroxy-2,5,7,8-tetramethyl-N-propylchroman-2-carboxamide and 374.9 mg CAN (0.684 mmol) yielded 2-hydroxy-2-methyl-N-propyl-4-(2,4,5-trimethyl-3,6-dioxocyclohexa-1,4-dienyl)butanamide as a yellow powder. Starting materials: C[Li] (methyl lithium), CC1(C(C(C(CC1)(C)C)C)=O)C (2,2,5,5,6-pentamethylcyclohexanone), Cl (hydrochloric acid). Run in CCOCC (ether). Conditions: temperature 0 celsius, time 3.5 hour. The product is OC1(C(CCC(C1C)(C)C)(C)C)C (1-hydroxy-1,2,2,5,5,6-hexamethylcyclohexane). As a reaction SMILES: [CH3:1][C:2]1([CH3:12])[CH2:7][CH2:6][C:5]([CH3:9])([CH3:8])[CH:4]([CH3:10])[C:3]1=[O:11].[CH3:13][Li].Cl>CCOCC>[OH:11][C:3]1([CH3:13])[CH:4]([CH3:10])[C:5]([CH3:9])([CH3:8])[CH2:6][CH2:7][C:2]1([CH3:1])[CH3:12]. Reported procedure: 26 g of 2,2,5,5,6-pentamethylcyclohexanone are dissolved in 500 ml of ether and treated slowly at -20° C. with 113.5 ml of methyl lithium (1.5 molar in ether). After stirring for 3.5 hours at 0° C., the mixture is poured on to ice, acidified with 1N hydrochloric acid, extracted with ethyl acetate, dried and evaporated. Distillation of the crude product gives 25.9 g of 1-hydroxy-1,2,2,5,5,6-hexamethylcyclohexane as a colourless liquid of boiling point 87°-92° C./10 mm Hg.